This data is from the Open Reaction Database (ORD), a public repository of structured organic reaction records. The task is: describe an organic reaction: reactants, conditions, products, and yield Reaction SMILES: [CH3:1][O:2][c:3]1[c:4]([CH2:5][OH:6])[cH:7][cH:8][cH:9][cH:10]1.[Cl:15][CH2:16][Cl:17].[S:11]([Cl:12])([Cl:13])=[O:14]>>[CH3:1][O:2][c:3]1[c:4]([CH2:5][Cl:13])[cH:7][cH:8][cH:9][cH:10]1. Starting materials: COc1ccccc1CO, ClCCl, O=S(Cl)Cl. The product is COc1ccccc1CCl. The reactants are FC(C1=CC=C(C=C1)C1=NOC(=C1)C=1C=C(C=O)C=CC1)(F)F (3-[3-(4-trifluoromethylphenyl)-5-isoxazolyl]benzaldehyde), P(=O)(O)(O)[O-].[Na+] (sodium dihydrogen phosphate), CC(C)=CC (2-methyl-2-butene), Cl(=O)[O-].[Na+] (sodium chlorite), S(=O)([O-])[O-].[Na+].[Na+] (sodium sulfite), Cl (hydrochloric acid). The solvent is O (water), C(C)#N (acetonitrile). Run at time 1 hour. Yields the product FC(C1=CC=C(C=C1)C1=NOC(=C1)C=1C=C(C(=O)O)C=CC1)(F)F (3-[3-(4-trifluoromethylphenyl)-5-isoxazolyl]benzoic acid). Yield: 79.7%. Reaction SMILES: [F:1][C:2]([F:23])([F:22])[C:3]1[CH:8]=[CH:7][C:6]([C:9]2[CH:13]=[C:12]([C:14]3[CH:15]=[C:16]([CH:19]=[CH:20][CH:21]=3)[CH:17]=[O:18])[O:11][N:10]=2)=[CH:5][CH:4]=1.P([O-])(O)(O)=[O:25].[Na+].CC(=CC)C.Cl([O-])=O.[Na+].S([O-])([O-])=O.[Na+].[Na+].Cl>O.C(#N)C>[F:23][C:2]([F:1])([F:22])[C:3]1[CH:4]=[CH:5][C:6]([C:9]2[CH:13]=[C:12]([C:14]3[CH:15]=[C:16]([CH:19]=[CH:20][CH:21]=3)[C:17]([OH:25])=[O:18])[O:11][N:10]=2)=[CH:7][CH:8]=1 |f:1.2,4.5,6.7.8|. Procedure details: To a mixture of 3-[3-(4-trifluoromethylphenyl)-5-isoxazolyl]benzaldehyde (0.539 g), sodium dihydrogen phosphate (0.204 g), 2-methyl-2-butene (1.80 ml), acetonitrile (40 ml) and water (10 ml) was added an aqueous solution (5 ml) of sodium chlorite (0.769 g), and the mixture was stirred at room temperature for 1 hr. To this mixture was added sodium sulfite (1.5 g), and the mixture was stirred for 10 min. and poured into 1 M hydrochloric acid. The crystals were collected by filtration and recrystal... Reactants: Cl.COC(CN(C1CCN(CC1)CC1=CC=CC=C1)C(C)=O)=O (N-acetyl-N-[1-benzyl-4-piperidinyl]glycine methyl ester hydrochloride). Reagents/catalysts: [Pd] (palladium-on-charcoal). Yields the product Cl.COC(CN(C1CCNCC1)C(C)=O)=O (N--Acetyl-N-(4-piperidinyl)-glycine methyl ester hydrochloride). RXN SMILES: [ClH:1].[CH3:2][O:3][C:4](=[O:23])[CH2:5][N:6]([C:20](=[O:22])[CH3:21])[CH:7]1[CH2:12][CH2:11][N:10](CC2C=CC=CC=2)[CH2:9][CH2:8]1>[Pd]>[ClH:1].[CH3:2][O:3][C:4](=[O:23])[CH2:5][N:6]([C:20](=[O:22])[CH3:21])[CH:7]1[CH2:8][CH2:9][NH:10][CH2:11][CH2:12]1 |f:0.1,3.4|. Procedure: Prepared from N-acetyl-N-[1-benzyl-4-piperidinyl]glycine methyl ester hydrochloride by exhaustive hydrogenation over palladium-on-charcoal (10%).